From a dataset of the Open Reaction Database (ORD), a public repository of structured organic reaction records. describe an organic reaction: reactants, conditions, products, and yield Reactants: CC1(C)COC(c2ccc(N)c([N+](=O)[O-])c2)(c2cccs2)OC1, CO, [H][H]. The product is CC1(C)COC(c2ccc(N)c(N)c2)(c2cccs2)OC1. RXN SMILES: [CH3:1][C:2]1([CH3:23])[CH2:3][O:4][C:5]([c:8]2[s:9][cH:10][cH:11][cH:12]2)([c:13]2[cH:14][c:15]([N+:20]([O-:21])=[O:22])[c:16]([NH2:19])[cH:17][cH:18]2)[O:6][CH2:7]1.[CH3:26][OH:27].[H:24][H:25]>>[CH3:1][C:2]1([CH3:23])[CH2:3][O:4][C:5]([c:8]2[s:9][cH:10][cH:11][cH:12]2)([c:13]2[cH:14][c:15]([NH2:20])[c:16]([NH2:19])[cH:17][cH:18]2)[O:6][CH2:7]1. Starting materials: BrC1=CC=2CC3=CC(=C(C=C3C2C=C1C(C)(C)C)C(C)(C)C)Br (2,7-dibromo-3,6-di-t-butyl-fluorene), C[Mg]Br (methylmagnesium bromide), CCOCC (ether), C(Cl)Cl (CH2Cl2), C(C)(C)(C)OC (t-butylmethylether). Reagents/catalysts: C1=CC=C(C=C1)P([C-]2C=CC=C2)C3=CC=CC=C3.C1=CC=C(C=C1)P([C-]2C=CC=C2)C3=CC=CC=C3.Cl[Pd]Cl.[Fe+2] (PdCl2(dppf)). Run at time 20 minute. Yields the product CC1=CC=2CC3=CC(=C(C=C3C2C=C1C(C)(C)C)C(C)(C)C)C (2,7-dimethyl-3,6-di-t-butyl-fluorene). As a reaction SMILES: BrC1[C:14]([C:15]([CH3:18])([CH3:17])[CH3:16])=[CH:13][C:12]2[C:11]3[C:6](=[CH:7][C:8](Br)=[C:9]([C:19]([CH3:22])([CH3:21])[CH3:20])[CH:10]=3)[CH2:5][C:4]=2[CH:3]=1.C(Cl)Cl.[C:27](OC)(C)(C)C.C[Mg]Br.CCO[CH2:39][CH3:40]>C1C=CC(P(C2C=CC=CC=2)[C-]2C=CC=C2)=CC=1.C1C=CC(P(C2C=CC=CC=2)[C-]2C=CC=C2)=CC=1.Cl[Pd]Cl.[Fe+2]>[CH3:27][C:8]1[C:9]([C:19]([CH3:21])([CH3:20])[CH3:22])=[CH:10][C:11]2[C:12]3[C:4](=[CH:3][C:39]([CH3:40])=[C:14]([C:15]([CH3:16])([CH3:18])[CH3:17])[CH:13]=3)[CH2:5][C:6]=2[CH:7]=1 |f:5.6.7.8|. Reported procedure: Under a nitrogen stream, a 300-ml three-necked flask was charged with 5.03 g (11.5 mmol) of 2,7-dibromo-3,6-di-t-butyl-fluorene synthesized by the procedure of Synthesis Example 2-4(i) and 0.196 g (0.24 mmol) of PdCl2(dppf).CH2Cl2, and further charged with 100 mL of dehydrated t-butylmethylether. The mixture was stirred at room temperature for 20 minutes. This solution was cooled in an ice bath, and 19.2 mL (57.6 mmol) of a 3.0 mol/L ether solution of methylmagnesium bromide was added dropwise o...